From a dataset of the Open Reaction Database (ORD), a public repository of structured organic reaction records. describe an organic reaction: reactants, conditions, products, and yield The reactants are C(C)(C)OC(=O)N1[C@H]([C@H](C[C@H]1CC)N(CC1=CC(=CC(=C1)C(F)(F)F)Cl)C1=NC=C(C=N1)Br)CC1=CC=CC=C1 ((2S,3S,5R)-2-Benzyl-3-[(5-bromo-pyrimidin-2-yl)-(3-chloro-5-trifluoromethyl-benzyl)-amino]-5-ethyl-pyrrolidine-1-carboxylic acid isopropyl ester), CN1N=CC(=C1)B1OC(C)(C)C(C)(C)O1 (1-methylpyrazol-4-boronic acid pinacol ester), C([O-])([O-])=O.[Na+].[Na+] (sodium carbonate), O (water). Reagents/catalysts: [Pd].C1(=CC=CC=C1)P(C1=CC=CC=C1)C1=CC=CC=C1.C1(=CC=CC=C1)P(C1=CC=CC=C1)C1=CC=CC=C1.C1(=CC=CC=C1)P(C1=CC=CC=C1)C1=CC=CC=C1.C1(=CC=CC=C1)P(C1=CC=CC=C1)C1=CC=CC=C1 (tetrakis(triphenylphosphine) palladium). Solvent: COCCOC (1,2-dimethoxyethane), [Cl-].[Na+].O (brine). Reaction conditions: temperature 90 celsius, time 17 hour. Product: C(C)(C)OC(=O)N1[C@H]([C@H](C[C@H]1CC)N(C1=NC=C(C=N1)C=1C=NN(C1)C)CC1=CC(=CC(=C1)C(F)(F)F)Cl)CC1=CC=CC=C1 ((2S,3S,5R)-2-Benzyl-3-{(3-chloro-5-trifluoromethyl-benzyl)-[5-(1-methyl-1H-pyrazol-4-yl)-pyrimidin-2-yl]-amino}-5-ethyl-pyrrolidine-1-carboxylic acid isopropyl ester). Yield: 50.5%. RXN SMILES: [CH:1]([O:4][C:5]([N:7]1[C@H:11]([CH2:12][CH3:13])[CH2:10][C@H:9]([N:14]([C:27]2[N:32]=[CH:31][C:30](Br)=[CH:29][N:28]=2)[CH2:15][C:16]2[CH:21]=[C:20]([C:22]([F:25])([F:24])[F:23])[CH:19]=[C:18]([Cl:26])[CH:17]=2)[C@@H:8]1[CH2:34][C:35]1[CH:40]=[CH:39][CH:38]=[CH:37][CH:36]=1)=[O:6])([CH3:3])[CH3:2].[CH3:41][N:42]1[CH:46]=[C:45](B2OC(C)(C)C(C)(C)O2)[CH:44]=[N:43]1.C(=O)([O-])[O-].[Na+].[Na+].O>COCCOC.[Cl-].[Na+].O.[Pd].C1(P(C2C=CC=CC=2)C2C=CC=CC=2)C=CC=CC=1.C1(P(C2C=CC=CC=2)C2C=CC=CC=2)C=CC=CC=1.C1(P(C2C=CC=CC=2)C2C=CC=CC=2)C=CC=CC=1.C1(P(C2C=CC=CC=2)C2C=CC=CC=2)C=CC=CC=1>[CH:1]([O:4][C:5]([N:7]1[C@H:11]([CH2:12][CH3:13])[CH2:10][C@H:9]([N:14]([CH2:15][C:16]2[CH:21]=[C:20]([C:22]([F:25])([F:24])[F:23])[CH:19]=[C:18]([Cl:26])[CH:17]=2)[C:27]2[N:32]=[CH:31][C:30]([C:45]3[CH:44]=[N:43][N:42]([CH3:41])[CH:46]=3)=[CH:29][N:28]=2)[C@@H:8]1[CH2:34][C:35]1[CH:40]=[CH:39][CH:38]=[CH:37][CH:36]=1)=[O:6])([CH3:3])[CH3:2] |f:2.3.4,7.8.9,10.11.12.13.14|. Procedure details: (2S,3S,5R)-2-Benzyl-3-[(5-bromo-pyrimidin-2-yl)-(3-chloro-5-trifluoromethyl-benzyl)-amino]-5-ethyl-pyrrolidine-1-carboxylic acid isopropyl ester (0.042 mmol; 27 mg), tetrakis(triphenylphosphine) palladium (0.0042 mmol; 4.9 mg), 1-methylpyrazol-4-boronic acid pinacol ester (0.063 mmol; 13 mg) and sodium carbonate (0.084 mmol; 8.9 mg) are dissolved in 1,2-dimethoxyethane (0.8 mL) and water (0.08 mL) at room temperature. The mixture is stirred at 90° C. for 17 hours, and then cooled to ambient temp... Starting materials: CCN=C=NCCCN(C)C, CN(C)C=O, Cl, NCCc1ccccc1C(F)(F)F, O=C(O)c1cc([N+](=O)[O-])ccc1NC1CCC(O)CC1, On1nnc2ccccc21. Yields the product O=C(NCCc1ccccc1C(F)(F)F)c1cc([N+](=O)[O-])ccc1NC1CCC(O)CC1. As a reaction SMILES: [CH3:35][N:36]([CH3:37])[CH2:38][CH2:39][CH2:40][N:41]=[C:42]=[N:43][CH2:44][CH3:45].[CH3:56][N:57]([CH3:58])[CH:59]=[O:60].[ClH:21].[F:22][C:23]([c:24]1[c:25]([CH2:30][CH2:31][NH2:32])[cH:26][cH:27][cH:28][cH:29]1)([F:33])[F:34].[OH:1][CH:2]1[CH2:3][CH2:4][CH:5]([NH:8][c:9]2[c:10]([C:11](=[O:12])[OH:13])[cH:14][c:15]([N+:18](=[O:19])[O-:20])[cH:16][cH:17]2)[CH2:6][CH2:7]1.[OH:46][n:47]1[c:48]2[cH:49][cH:50][cH:51][cH:52][c:53]2[n:54][n:55]1>>[OH:1][CH:2]1[CH2:3][CH2:4][CH:5]([NH:8][c:9]2[c:10]([C:11](=[O:13])[NH:32][CH2:31][CH2:30][c:25]3[c:24]([C:23]([F:22])([F:33])[F:34])[cH:29][cH:28][cH:27][cH:26]3)[cH:14][c:15]([N+:18](=[O:19])[O-:20])[cH:16][cH:17]2)[CH2:6][CH2:7]1.